This data is from the Open Reaction Database (ORD), a public repository of structured organic reaction records. The task is: describe an organic reaction: reactants, conditions, products, and yield The reactants are O=C([O-])[O-], CCOC(C)=O, CC(C)(C)OC(=O)N1CCN(c2c(C3CC3)cnc3[nH]nc(I)c23)CC1, COc1ccc(CCl)cc1, [K+], [K+], CN(C)C=O, O. The product is COc1ccc(Cn2nc(I)c3c(N4CCN(C(=O)OC(C)(C)C)CC4)c(C4CC4)cnc32)cc1. As a reaction SMILES: [C:37](=[O:38])([O-:39])[O-:40].[CH3:43][CH2:44][O:45][C:46]([CH3:47])=[O:48].[CH:11]1([c:14]2[c:15]([N:24]3[CH2:25][CH2:26][N:27]([C:30](=[O:31])[O:32][C:33]([CH3:34])([CH3:35])[CH3:36])[CH2:28][CH2:29]3)[c:16]3[c:17]([n:18][cH:19]2)[nH:20][n:21][c:22]3[I:23])[CH2:12][CH2:13]1.[Cl:1][CH2:2][c:3]1[cH:4][cH:5][c:6]([O:9][CH3:10])[cH:7][cH:8]1.[K+:41].[K+:42].[O:49]=[CH:50][N:51]([CH3:52])[CH3:53].[OH2:54]>>[CH2:2]([c:3]1[cH:4][cH:5][c:6]([O:9][CH3:10])[cH:7][cH:8]1)[n:20]1[c:17]2[c:16]([c:15]([N:24]3[CH2:25][CH2:26][N:27]([C:30](=[O:31])[O:32][C:33]([CH3:34])([CH3:35])[CH3:36])[CH2:28][CH2:29]3)[c:14]([CH:11]3[CH2:12][CH2:13]3)[cH:19][n:18]2)[c:22]([I:23])[n:21]1. Reactants: crude product, ethanolic solution, N (ammonia), BrCC(=O)OCC (ethyl bromoacetate), [OH-].[Na+] (sodium hydroxide), ClC1=NC2=CC=CC(=C2CN1)N1CCCCC1 (2-chloro-5-piperidino-3,4-dihydroquinazoline). The reagents and catalysts are [I-].C(CCC)[N+](CCCC)(CCCC)CCCC (tetrabutylammonium iodide). Solvent: C(Cl)Cl (methylene chloride). The product is N1(CCCCC1)C1=C2CN3C(=NC2=CC=C1)NC(C3)=O (6-piperidino-1,2,3,5-tetrahydroimidazo[2,1-b]quinazolin-2-one). As a reaction SMILES: Cl[C:2]1[NH:11][CH2:10][C:9]2[C:4](=[CH:5][CH:6]=[CH:7][C:8]=2[N:12]2[CH2:17][CH2:16][CH2:15][CH2:14][CH2:13]2)[N:3]=1.Br[CH2:19][C:20]([O:22]CC)=O.[OH-].[Na+].[NH3:27]>C(Cl)Cl.[I-].C([N+](CCCC)(CCCC)CCCC)CCC>[N:12]1([C:8]2[CH:7]=[CH:6][CH:5]=[C:4]3[C:9]=2[CH2:10][N:11]2[CH2:19][C:20](=[O:22])[NH:27][C:2]2=[N:3]3)[CH2:17][CH2:16][CH2:15][CH2:14][CH2:13]1 |f:2.3,6.7|. Reported procedure: 1.9 g of 2-chloro-5-piperidino-3,4-dihydroquinazoline was dissolved in 50 ml of methylene chloride. 1.4 g of ethyl bromoacetate and 0.2 g of tetrabutylammonium iodide were added to the solution, and 7.5 ml of a 10N sodium hydroxide aqueous solution was further added thereto in a nitrogen stream while stirring. After stirring at room temperature for 1 hour, the reaction mixture was washed with water, dried, and distilled off under reduced pressure to obtain crude oily ethyl (2-chloro-5-piperidino... The reactants are ClC1=NC=NC(=C1[N+](=O)[O-])Cl (4,6-dichloro-5-nitropyrimidine), C(C1=CC=CC=C1)OCCNCC1=CC=CC=C1 (2-(benzyloxy)ethylbenzylamine), [OH-].[Na+] (NaOH), C(C)C=1NC=C(N1)C (2-ethyl-4-methylimidazole), [Sn](Cl)Cl (tin (II) chloride), C(=O)(N1C=NC=C1)N1C=NC=C1 (carbonyldiimidazole), CO (methanol). Reagents/catalysts: [Pd] (palladium on carbon). Yields the product C(C)C1=NC=C2C(NC=3C(=NC=NC3N21)N(C)CCO)=O (9-Ethyl-4-[(2-hydroxyethyl)methylamino]imidazo[5,1-h]pteridin-6(5H)-one). RXN SMILES: Cl[C:2]1[C:7]([N+:8]([O-])=O)=[C:6](Cl)[N:5]=[CH:4][N:3]=1.C([O:19][CH2:20][CH2:21][NH:22][CH2:23]C1C=CC=CC=1)C1C=CC=CC=1.[CH2:30]([C:32]1[NH:33][CH:34]=[C:35]([CH3:37])[N:36]=1)[CH3:31].[Sn](Cl)Cl.C(N1C=CN=C1)(N1C=CN=C1)=[O:42].CO.[OH-].[Na+]>[Pd]>[CH2:30]([C:32]1[N:36]2[C:35]([C:37](=[O:42])[NH:8][C:7]3[C:2]([N:22]([CH2:21][CH2:20][OH:19])[CH3:23])=[N:3][CH:4]=[N:5][C:6]=32)=[CH:34][N:33]=1)[CH3:31] |f:6.7|. Procedure details: Prepared by treatment of 4,6-dichloro-5-nitropyrimidine with N-(2-(benzyloxy)ethylbenzylamine, followed by reaction with 2-ethyl-4-methylimidazole, reduction with tin (II) chloride, cyclization with carbonyldiimidazole, and hydrogenation with palladium on carbon in methanol containing 1.1 eq. NaOH at 50 psi and 500 for 24 hours. The reactants are ClC=1C=C(C=CC1)C#CC=1N=C(N(C1)C1=CC=CC(=N1)N1CCSCC1)C (4-{6-[4-(3-Chloro-phenylethynyl)-2-methyl-imidazol-1-yl]-pyridin-2-yl}-thiomorpholine), Oxone monopersulfate, O (water), Oxone monopersulfate, C([O-])(O)=O.[Na+] (sodium bicarbonate). Solvent: CO (methanol). Reaction conditions: time 4 day. The product is ClC=1C=C(C=CC1)C#CC=1N=C(N(C1)C1=CC=CC(=N1)N1CCS(CC1)(=O)=O)C (4-{6-[4-(3-Chloro-phenylethynyl)-2-methyl-imidazol-1-yl]-pyridin-2-yl}-thiomorpholine-1,1-dioxide), solid. Isolated yield 36.0%. Reaction SMILES: [Cl:1][C:2]1[CH:3]=[C:4]([C:8]#[C:9][C:10]2[N:11]=[C:12]([CH3:27])[N:13]([C:15]3[N:20]=[C:19]([N:21]4[CH2:26][CH2:25][S:24][CH2:23][CH2:22]4)[CH:18]=[CH:17][CH:16]=3)[CH:14]=2)[CH:5]=[CH:6][CH:7]=1.[OH2:28].C(=O)(O)[O-:30].[Na+]>CO>[Cl:1][C:2]1[CH:3]=[C:4]([C:8]#[C:9][C:10]2[N:11]=[C:12]([CH3:27])[N:13]([C:15]3[N:20]=[C:19]([N:21]4[CH2:22][CH2:23][S:24](=[O:30])(=[O:28])[CH2:25][CH2:26]4)[CH:18]=[CH:17][CH:16]=3)[CH:14]=2)[CH:5]=[CH:6][CH:7]=1 |f:2.3|. Procedure: 4-{6-[4-(3-Chloro-phenylethynyl)-2-methyl-imidazol-1-yl]-pyridin-2-yl}-thiomorpholine (250 mg, 0.63 mmol) was dissolved in 6 mL of methanol and Oxone monopersulfate triple salt (389 mg, 0.63 mmol) was added. The reaction mixture was stirred at room temperature for 4 days. Then additional Oxone monopersulfate triple salt (78 mg, 1.3 mmol) was added to drive the reaction to completion. The reaction mixture was treated with 50 mL water. The pH was adjusted to 9 by addition of sat. sodium bicarbonat... Reactants: C1CCOC1, COc1ccc(B(O)O)cc1, O=Cc1ccc(Cl)cc1, [F-], [K+]. The product is COc1ccc(-c2ccc(C=O)cc2)cc1. As a reaction SMILES: [CH2:23]1[O:24][CH2:25][CH2:26][CH2:27]1.[CH3:10][O:11][c:12]1[cH:13][cH:14][c:15]([B:18]([OH:19])[OH:20])[cH:16][cH:17]1.[Cl:1][c:2]1[cH:3][cH:4][c:5]([CH:6]=[O:7])[cH:8][cH:9]1.[F-:21].[K+:22]>>[c:2]1(-[c:15]2[cH:14][cH:13][c:12]([O:11][CH3:10])[cH:17][cH:16]2)[cH:3][cH:4][c:5]([CH:6]=[O:7])[cH:8][cH:9]1.